This data is from the Open Reaction Database (ORD), a public repository of structured organic reaction records. The task is: describe an organic reaction: reactants, conditions, products, and yield Starting materials: CC(C)=O, OCCOCCN1CCN(C2=Nc3ccccc3Sc3ccccc32)CC1, O=[N+]([O-])O. Product: O=[N+]([O-])[O-], OCCOCCN1CCN(C2=Nc3ccccc3Sc3ccccc32)CC1. RXN SMILES: [CH3:32][C:33](=[O:34])[CH3:35].[OH:1][CH2:2][CH2:3][O:4][CH2:5][CH2:6][N:7]1[CH2:8][CH2:9][N:10]([C:13]2=[N:14][c:15]3[cH:16][cH:17][cH:18][cH:19][c:20]3[S:21][c:22]3[cH:23][cH:24][cH:25][cH:26][c:27]32)[CH2:11][CH2:12]1.[OH:28][N+:29]([O-:30])=[O:31]>>[O:28]=[N+:29]([O-:30])[O-:31].[OH:1][CH2:2][CH2:3][O:4][CH2:5][CH2:6][N:7]1[CH2:8][CH2:9][N:10]([C:13]2=[N:14][c:15]3[cH:16][cH:17][cH:18][cH:19][c:20]3[S:21][c:22]3[cH:23][cH:24][cH:25][cH:26][c:27]32)[CH2:11][CH2:12]1.